Dataset: the Open Reaction Database (ORD), a public repository of structured organic reaction records. Task: describe an organic reaction: reactants, conditions, products, and yield Reactants: Brc1ccc(Br)nc1, C1CCOC1, [Li]CCCC, CN(C)C=O. The product is O=Cc1ccc(Br)nc1. Reaction SMILES: [Br:1][c:2]1[n:3][cH:4][c:5]([Br:8])[cH:6][cH:7]1.[CH2:19]1[O:20][CH2:21][CH2:22][CH2:23]1.[CH2:9]([Li:10])[CH2:11][CH2:12][CH3:13].[CH3:14][N:15]([CH:16]=[O:17])[CH3:18]>>[Br:1][c:2]1[n:3][cH:4][c:5]([CH:16]=[O:17])[cH:6][cH:7]1.